From a dataset of the Open Reaction Database (ORD), a public repository of structured organic reaction records. describe an organic reaction: reactants, conditions, products, and yield The reactants are O=S(=O)(Cl)c1cncc(Br)c1, CCOC(=O)CN, C1CCOC1, CCN(C(C)C)C(C)C. Yields the product CCOC(=O)CNS(=O)(=O)c1cncc(Br)c1. RXN SMILES: [Br:1][c:2]1[cH:3][c:4]([S:8](=[O:9])(=[O:10])[Cl:11])[cH:5][n:6][cH:7]1.[CH2:12]([CH3:13])[O:14][C:15]([CH2:16][NH2:17])=[O:18].[CH2:28]1[O:29][CH2:30][CH2:31][CH2:32]1.[CH:19]([N:20]([CH:21]([CH3:22])[CH3:23])[CH2:24][CH3:25])([CH3:26])[CH3:27]>>[Br:1][c:2]1[cH:3][c:4]([S:8](=[O:9])(=[O:10])[NH:17][CH2:16][C:15]([O:14][CH2:12][CH3:13])=[O:18])[cH:5][n:6][cH:7]1. Starting materials: O=Cc1ccc(-c2ccc3c(Nc4ccc5c(cnn5Cc5ccccc5)c4)ncnc3c2)o1, CS(=O)(=O)CCN, CS(C)=O. The product is CS(=O)(=O)CCNCc1ccc(-c2ccc3c(Nc4ccc5c(cnn5Cc5ccccc5)c4)ncnc3c2)o1. As a reaction SMILES: [CH2:1]([c:2]1[cH:3][cH:4][cH:5][cH:6][cH:7]1)[n:8]1[n:9][cH:10][c:11]2[cH:12][c:13]([NH:17][c:18]3[n:19][cH:20][n:21][c:22]4[cH:23][c:24](-[c:28]5[cH:29][cH:30][c:31]([CH:33]=[O:34])[o:32]5)[cH:25][cH:26][c:27]34)[cH:14][cH:15][c:16]12.[CH3:35][S:36](=[O:37])(=[O:38])[CH2:39][CH2:40][NH2:41].[CH3:42][S:43]([CH3:44])=[O:45]>>[CH2:1]([c:2]1[cH:3][cH:4][cH:5][cH:6][cH:7]1)[n:8]1[n:9][cH:10][c:11]2[cH:12][c:13]([NH:17][c:18]3[n:19][cH:20][n:21][c:22]4[cH:23][c:24](-[c:28]5[cH:29][cH:30][c:31]([CH2:33][NH:41][CH2:40][CH2:39][S:36]([CH3:35])(=[O:37])=[O:38])[o:32]5)[cH:25][cH:26][c:27]34)[cH:14][cH:15][c:16]12. Reactants: FC(OC=1C=C2C(C(NC2=CC1)=O)=O)(F)F (5-trifluoromethoxyisatin), [OH-].[K+] (potassium hydroxide), Cl (hydrochloric acid), C(C)(=O)C1=CC=CC=C1 (acetophenone). The yield is 86.5%. Solvent: C(C)O (ethanol). Product: C1(=CC=CC=C1)C1=NC2=CC=C(C=C2C(=C1)C(=O)O)OC(F)(F)F (2-phenyl-6-trifluoromethoxy-4-quinolinecarboxylic acid). Reaction SMILES: [F:1][C:2]([F:16])([F:15])[O:3][C:4]1[CH:5]=[C:6]2[C:10](=[CH:11][CH:12]=1)[NH:9][C:8](=[O:13])[C:7]2=O.[OH-:17].[K+].[C:19]([C:22]1[CH:27]=[CH:26][CH:25]=[CH:24][CH:23]=1)(=O)[CH3:20].Cl>C(O)C>[C:22]1([C:19]2[CH:20]=[C:7]([C:8]([OH:17])=[O:13])[C:6]3[C:10](=[CH:11][CH:12]=[C:4]([O:3][C:2]([F:16])([F:15])[F:1])[CH:5]=3)[N:9]=2)[CH:27]=[CH:26][CH:25]=[CH:24][CH:23]=1 |f:1.2|. Procedure details: Commercially available 5-trifluoromethoxyisatin (5.66 g, 24.5 mmol) was added in small portions to an ethanol (75 mL) solution of potassium hydroxide (85%, 3.60 g, 54.5 mmol) under ice cooling. To the mixture, acetophenone (3.00 mL, 25.7 mmol) was further added, and then, the mixture was heated to reflux for 1 hour. After the reaction solution was concentrated, water was added to the residue, and then concentrated hydrochloric acid (4.47 mL, 53.6 mmol) was added thereto. The deposited crystal wa...